From a dataset of the Open Reaction Database (ORD), a public repository of structured organic reaction records. describe an organic reaction: reactants, conditions, products, and yield The reactants are OC1=C(C(=CC(=C1O)O)O)C(=O)CC(C)C ((2-methylpropyl) (2,3,4,6-tetrahydroxyphenyl) ketone), C(C1=CC=CC=C1)Br (benzyl bromide), resultant mixture. Solvent: [Cl-].[NH4+] (ammonium chloride). Product: C(C1=CC=CC=C1)C1(C(C(=C(C(=C1O)CC1=CC=CC=C1)O)C(CC(C)C)=O)=O)O (2,4-bisbenzyl-6-(3-methyl-1-oxobutyl)-2,3,5-trihydroxycyclohexa-3,5-dienone). Yield: 46.1%. RXN SMILES: [OH:1][C:2]1[C:7]([OH:8])=[C:6]([OH:9])[CH:5]=[C:4]([OH:10])[C:3]=1[C:11]([CH2:13][CH:14]([CH3:16])[CH3:15])=[O:12].[CH2:17](Br)[C:18]1[CH:23]=[CH:22][CH:21]=[CH:20][CH:19]=1>[Cl-].[NH4+]>[CH2:17]([C:7]1([OH:8])[C:6]([OH:9])=[C:5]([CH2:11][C:3]2[CH:4]=[CH:5][CH:6]=[CH:7][CH:2]=2)[C:4]([OH:10])=[C:3]([C:11](=[O:12])[CH2:13][CH:14]([CH3:16])[CH3:15])[C:2]1=[O:1])[C:18]1[CH:23]=[CH:22][CH:21]=[CH:20][CH:19]=1 |f:2.3|. Reported procedure: Under a stream of argon, 212 mg (5.31 mmol, 2.40 equivalents) of an oily dispersion of 60% sodium hydride was washed with hexane to remove the oil component. While the dispersion kept cooled with cold water, 11.0 ml of dry dimethyl sulfoxide was added and stirred. To this, was added 500 mg (2.21 mmol) of 2-methylpropyl-(2,3,4,6-tetrahydroxyphenyl) ketone (9) and stirred for 40 minutes. To the produced mixture, 0.525 ml (4.42 mmol, 2.00 equivalents) of benzyl bromide was added dropwise and stirre... Reactants: ice, [H-].[Al+3].[Li+].[H-].[H-].[H-] (lithium aluminum hydride), C(C(C)C)[C@H]1COCC(N1)=O ((S)-5-iso-butylmorpholin-3-one). Run in C1CCOC1 (THF). The product is C(C(C)C)[C@@H]1NCCOC1 ((S)-3-iso-butylmorpholine). The yield is 93.1%. RXN SMILES: [H-].[Al+3].[Li+].[H-].[H-].[H-].[CH2:7]([C@@H:11]1[NH:16][C:15](=O)[CH2:14][O:13][CH2:12]1)[CH:8]([CH3:10])[CH3:9]>C1COCC1>[CH2:7]([C@H:11]1[CH2:12][O:13][CH2:14][CH2:15][NH:16]1)[CH:8]([CH3:10])[CH3:9] |f:0.1.2.3.4.5|. Procedure details: To an ice cold, stirred suspension of NaH (60% in oil, 1.6 g, 39.0 mmol) in toluene (53 mL) was added dropwise a solution of (S)-2-amino-4-methylpentan-1-ol (2.0 g, 17.0 mmol) in toluene (37 mL). After the addition was completed, the reaction mixture was warmed to room temperature and a solution of ethyl chloroacetate (2.3 g, 19.0 mmol) in toluene (10 mL) was added in a dropwise manner. The resulting mixture was then stirred at reflux for 20 h, cooled to room temperature, and solid ammonium chlo... The reactants are solution, C(CCC)[Li] (n-butyllithium), BrC1=CC(=CC=C1)Br (1,3-dibromobenzene), C(C)N1C[C@@H]2CCC(C[C@]2(CC1)C1=CC(=CC=C1)OC)=O ((±)-trans-1,2,3,4,4a,5,6,7,8,8a-decahydro-2-ethyl-4a-(3-methoxyphenyl)-6-isoquinolinone). Run in CCCCCC (hexane), C1CCOC1 (THF), C1CCOC1 (THF). Product: [NH4+].[OH-] (NH4OH), BrC=1C=C(C=CC1)C1(C[C@]2(CCN(C[C@@H]2CC1)CC)C1=CC(=CC=C1)OC)O ((±)-trans-6-(3-Bromophenyl)-1,2,3,4,4a,5,6,7,8,8a-decahydro-2-ethyl-4a-(3-methoxyphenyl)-6-isoquinolinol). Yield: 47.5%. Reaction SMILES: C([Li])CCC.Br[C:7]1[CH:12]=[CH:11][CH:10]=[C:9]([Br:13])[CH:8]=1.[CH2:14]([N:16]1[CH2:25][CH2:24][C@@:23]2([C:26]3[CH:31]=[CH:30][CH:29]=[C:28]([O:32][CH3:33])[CH:27]=3)[C@@H:18]([CH2:19][CH2:20][C:21](=[O:34])[CH2:22]2)[CH2:17]1)[CH3:15]>CCCCCC.C1COCC1>[NH4+:16].[OH-:32].[Br:13][C:9]1[CH:8]=[C:7]([C:21]2([OH:34])[CH2:20][CH2:19][C@@H:18]3[C@:23]([C:26]4[CH:31]=[CH:30][CH:29]=[C:28]([O:32][CH3:33])[CH:27]=4)([CH2:24][CH2:25][N:16]([CH2:14][CH3:15])[CH2:17]3)[CH2:22]2)[CH:12]=[CH:11][CH:10]=1 |f:5.6|. Procedure: 8.9 ml (12.5 mmol) of a 1.4 M solution of n-butyllithium in hexane were added dropwise, under a nitrogen atmosphere and at -55° C., to a solution of 2.95 g (12.5 mmol) of 1,3-dibromobenzene in 10 ml of dry THF. After 90 min this solution was added via cannula to a solution of 1.2 g (4.17 mmol) of (±)-trans-1,2,3,4,4a,5,6,7,8,8a-decahydro-2-ethyl-4a-(3-methoxyphenyl)-6-isoquinolinone in 10 ml of dry THF and at -20° C. The reaction mixture was allowed to warm up to room temperature overnight, then... The reactants are C(C)OC1=CC(=C(C(=C1)CC)C(O)C=1N=CN(C1)C(C1=CC=CC=C1)(C1=CC=CC=C1)C1=CC=CC=C1)CC (rac-(4-ethoxy-2,6-diethyl-phenyl)-(1-trityl-1H-imidazol-4-yl)-methanol), C(C)[SiH](CC)CC (triethylsilane), FC(C(=O)O)(F)F (trifluoroacetic acid). Solvent: ClCCl (dichloromethane). Product: C(C)OC1=CC(=C(CC=2N=CNC2)C(=C1)CC)CC (4-(4-Ethoxy-2,6-diethyl-benzyl)-1H-imidazole). Reaction SMILES: [CH2:1]([O:3][C:4]1[CH:9]=[C:8]([CH2:10][CH3:11])[C:7]([CH:12]([C:14]2[N:15]=[CH:16][N:17](C(C3C=CC=CC=3)(C3C=CC=CC=3)C3C=CC=CC=3)[CH:18]=2)O)=[C:6]([CH2:38][CH3:39])[CH:5]=1)[CH3:2].C([SiH](CC)CC)C.FC(F)(F)C(O)=O>ClCCl>[CH2:1]([O:3][C:4]1[CH:9]=[C:8]([CH2:10][CH3:11])[C:7]([CH2:12][C:14]2[N:15]=[CH:16][NH:17][CH:18]=2)=[C:6]([CH2:38][CH3:39])[CH:5]=1)[CH3:2]. Procedure details: Prepared in analogy to Example 57(e) from rac-(4-ethoxy-2,6-diethyl-phenyl)-(1-trityl-1H-imidazol-4-yl)-methanol, triethylsilane and trifluoroacetic acid in dichloromethane in a pressure tube at 70° C. for 16 h. White crystalline solid. MS (ISP): 259.4 ([M+H]+). Starting materials: CN(C)C=O, Clc1cccc2[nH]ccc12, [Na+], [OH-], O, O=P(Cl)(Cl)Cl. Product: O=Cc1c[nH]c2cccc(Cl)c12. Reaction SMILES: [CH3:18][N:19]([CH:20]=[O:21])[CH3:22].[Cl:6][c:7]1[c:8]2[cH:9][cH:10][nH:11][c:12]2[cH:13][cH:14][cH:15]1.[Na+:17].[OH-:16].[OH2:23].[P:1]([Cl:2])([Cl:3])([Cl:4])=[O:5]>>[Cl:6][c:7]1[c:8]2[c:9]([CH:20]=[O:21])[cH:10][nH:11][c:12]2[cH:13][cH:14][cH:15]1. As a reaction SMILES: CO[C:3](=[O:24])[C:4]1[CH:9]=[CH:8][CH:7]=[C:6]([C:10]2[S:11][C:12]([CH2:15][CH2:16][O:17][CH:18]3[CH2:23][CH2:22][CH2:21][CH2:20][O:19]3)=[N:13][N:14]=2)[CH:5]=1.[C:25]([O:28][C:29]([CH3:32])([CH3:31])[CH3:30])(=[O:27])[CH3:26].[Li]>>[C:29]([O:28][C:25](=[O:27])[CH2:26][C:3](=[O:24])[C:4]1[CH:9]=[CH:8][CH:7]=[C:6]([C:10]2[S:11][C:12]([CH2:15][CH2:16][O:17][CH:18]3[CH2:23][CH2:22][CH2:21][CH2:20][O:19]3)=[N:13][N:14]=2)[CH:5]=1)([CH3:32])([CH3:31])[CH3:30] |f:1.2,^1:32|. Reactants: COC(C1=CC(=CC=C1)C=1SC(=NN1)CCOC1OCCCC1)=O (3-(5-[2-(Tetrahydro-pyran-2-yloxy)-ethyl]-[1,3,4]thiadiazol-2-yl}-benzoic acid methyl ester), C(C)(=O)OC(C)(C)C.[Li] (lithium tert.-butyl acetate). Reported procedure: 3-(5-[2-(Tetrahydro-pyran-2-yloxy)-ethyl]-[1,3,4]thiadiazol-2-yl}-benzoic acid methyl ester (1.60 g) was treated with lithium tert.-butyl acetate according to general procedure K (method b) to give 3-oxo-3-(3-{5-[2-(tetrahydro-pyran-2-yloxy)-ethyl]-[1,3,4]thiadiazol-2-yl}-phenyl)-propionic acid tert-butyl ester (2.1 g) as a pale-yellow oil. Yields the product C(C)(C)(C)OC(CC(C1=CC(=CC=C1)C=1SC(=NN1)CCOC1OCCCC1)=O)=O (3-oxo-3-(3-{5-[2-(tetrahydro-pyran-2-yloxy)-ethyl]-[1,3,4]thiadiazol-2-yl}-phenyl)-propionic acid tert-butyl ester).